Task: describe an organic reaction: reactants, conditions, products, and yield. Dataset: the Open Reaction Database (ORD), a public repository of structured organic reaction records Starting materials: CCc1cc(OC(=O)c2ccccc2)cc(C)c1O, CC(C)=CCOCCCCO, CC(C)OC(=O)N=NC(=O)OC(C)C, C1CCOC1, c1ccc(P(c2ccccc2)c2ccccc2)cc1. Product: CCc1cc(OC(=O)c2ccccc2)cc(C)c1OCCCCOCC=C(C)C. Reaction SMILES: [CH2:12]([CH3:13])[c:14]1[c:15]([OH:30])[c:16]([CH3:29])[cH:17][c:18]([O:20][C:21]([c:22]2[cH:23][cH:24][cH:25][cH:26][cH:27]2)=[O:28])[cH:19]1.[CH3:1][C:2](=[CH:3][CH2:4][O:5][CH2:6][CH2:7][CH2:8][CH2:9][OH:10])[CH3:11].[O:50]=[C:51]([O:52][CH:53]([CH3:54])[CH3:55])[N:56]=[N:57][C:58]([O:59][CH:60]([CH3:61])[CH3:62])=[O:63].[O:64]1[CH2:65][CH2:66][CH2:67][CH2:68]1.[c:31]1([P:32]([c:33]2[cH:34][cH:35][cH:36][cH:37][cH:38]2)[c:39]2[cH:40][cH:41][cH:42][cH:43][cH:44]2)[cH:45][cH:46][cH:47][cH:48][cH:49]1>>[CH3:1][C:2](=[CH:3][CH2:4][O:5][CH2:6][CH2:7][CH2:8][CH2:9][O:10][c:15]1[c:14]([CH2:12][CH3:13])[cH:19][c:18]([O:20][C:21]([c:22]2[cH:23][cH:24][cH:25][cH:26][cH:27]2)=[O:28])[cH:17][c:16]1[CH3:29])[CH3:11].